Dataset: the Open Reaction Database (ORD), a public repository of structured organic reaction records. Task: describe an organic reaction: reactants, conditions, products, and yield Product: O1CCN(CC1)CCOC1=CC=C(C=C1)C=1C=CC(=NC1)CC(=O)NCC1=CC=CC=C1 (2-(5-(4-(2-morpholinoethoxy)phenyl)pyridin-2-yl)-N-benzylacetamide). Reported procedure: In another aspect, the invention relates to the process for preparing 2-(5-(4-(2-morpholinoethoxy)phenyl)pyridin-2-yl)-N-benzylacetamide comprising the steps of reacting 4-(2-(4-(6-fluoropyridin-3-yl)phenoxy)ethyl)morpholine with acetonitrile to yield 2-(5-(4-(2-morpholinoethoxy)phenyl)pyridin-2-yl)acetonitrile; converting 2-(5-(4-(2-morpholinoethoxy)phenyl)pyridin-2-yl)acetonitrile to methyl 2-(5-(4-(2-morpholinoethoxy)phenyl)pyridin-2-yl)acetate; and reacting methyl 2-(5-(4-(2-morpholinoethoxy... RXN SMILES: O1CCN(CCOC2C=CC(C3C=CC(CC#N)=NC=3)=CC=2)CC1.[O:25]1[CH2:30][CH2:29][N:28]([CH2:31][CH2:32][O:33][C:34]2[CH:39]=[CH:38][C:37]([C:40]3[CH:41]=[CH:42][C:43]([CH2:46][C:47](OC)=[O:48])=[N:44][CH:45]=3)=[CH:36][CH:35]=2)[CH2:27][CH2:26]1.[CH2:51]([NH2:58])[C:52]1[CH:57]=[CH:56][CH:55]=[CH:54][CH:53]=1>>[O:25]1[CH2:26][CH2:27][N:28]([CH2:31][CH2:32][O:33][C:34]2[CH:35]=[CH:36][C:37]([C:40]3[CH:41]=[CH:42][C:43]([CH2:46][C:47]([NH:58][CH2:51][C:52]4[CH:57]=[CH:56][CH:55]=[CH:54][CH:53]=4)=[O:48])=[N:44][CH:45]=3)=[CH:38][CH:39]=2)[CH2:29][CH2:30]1. Reactants: O1CCN(CC1)CCOC1=CC=C(C=C1)C=1C=CC(=NC1)CC#N (2-(5-(4-(2-morpholinoethoxy)phenyl)pyridin-2-yl)acetonitrile), C(C1=CC=CC=C1)N (benzylamine), O1CCN(CC1)CCOC1=CC=C(C=C1)C=1C=CC(=NC1)CC(=O)OC (methyl 2-(5-(4-(2-morpholinoethoxy)phenyl)pyridin-2-yl)acetate), O1CCN(CC1)CCOC1=CC=C(C=C1)C=1C=CC(=NC1)CC(=O)OC (methyl 2-(5-(4-(2-morpholinoethoxy)phenyl)pyridin-2-yl)acetate). The reactants are CNCC(C)Oc1cccc2ncnc(Nc3ccc(OCc4ccccn4)c(Cl)c3)c12, O=C(O)CO. The product is CC(CN(C)C(=O)CO)Oc1cccc2ncnc(Nc3ccc(OCc4ccccn4)c(Cl)c3)c12. RXN SMILES: [Cl:6][c:7]1[cH:8][c:9]([NH:21][c:22]2[n:23][cH:24][n:25][c:26]3[cH:27][cH:28][cH:29][c:30]([O:32][CH:33]([CH2:34][NH:35][CH3:36])[CH3:37])[c:31]23)[cH:10][cH:11][c:12]1[O:13][CH2:14][c:15]1[n:16][cH:17][cH:18][cH:19][cH:20]1.[OH:1][CH2:2][C:3]([OH:4])=[O:5]>>[OH:1][CH2:2][C:3](=[O:5])[N:35]([CH2:34][CH:33]([O:32][c:30]1[cH:29][cH:28][cH:27][c:26]2[n:25][cH:24][n:23][c:22]([NH:21][c:9]3[cH:8][c:7]([Cl:6])[c:12]([O:13][CH2:14][c:15]4[n:16][cH:17][cH:18][cH:19][cH:20]4)[cH:11][cH:10]3)[c:31]21)[CH3:37])[CH3:36]. Reactants: C(=C)N1C(CCC1)=O (N-vinyl pyrrolidone), C(=O)C=C (acrolein), 4,4'-azobiscyanopentanoic acid. The solvent is O (water). Reaction conditions: time 3 hour. Yields the product C(=C)N1C(CCC1)=O.C(=O)C=C (vinyl pyrrolidone acrolein). As a reaction SMILES: [CH:1]([N:3]1[CH2:7][CH2:6][CH2:5][C:4]1=[O:8])=[CH2:2].[CH:9]([CH:11]=[CH2:12])=[O:10]>O>[CH:1]([N:3]1[CH2:7][CH2:6][CH2:5][C:4]1=[O:8])=[CH2:2].[CH:9]([CH:11]=[CH2:12])=[O:10] |f:3.4|. Reported procedure: A 3-neck, round bottom flask equipped with a mechanical stirrer, means for maintaining an inert atmosphere in the flask and a thermometer is charged with 368 ml. of distilled water, 22.2 g. (0.2 mol) N-vinyl pyrrolidone and 1.3 g. (0.02 mol) of acrolein. The flask is flushed with nitrogen, and the contents of the flask are maintained under nitrogen during the course of the reaction. The mixture is stirred, the temperature is raised to 50°-55° C. and maintained at this temperature, and 0.2 g. of ... Starting materials: C1(=CC=CC=C1)C(C(=O)OCC)C(=O)OCC (diethyl phenylmalonate), [H-].[Na+] (sodium hydride), ClC1=NC=C(C=C1)[N+](=O)[O-] (2-chloro-5-nitropyridine), ice water ethyl acetate, Cl (hydrochloric acid). The solvent is CN(C=O)C (N,N-dimethylformamide). Reaction conditions: temperature 80 celsius, time 2 hour. Yields the product C1(=CC=CC=C1)C(C(=O)OCC)(C(=O)OCC)C1=NC=C(C=C1)[N+](=O)[O-] (Diethyl 2-phenyl-2-(5-nitropyridin-2-yl)malonate). The yield is 146.4%. RXN SMILES: [C:1]1([CH:7]([C:13]([O:15][CH2:16][CH3:17])=[O:14])[C:8]([O:10][CH2:11][CH3:12])=[O:9])[CH:6]=[CH:5][CH:4]=[CH:3][CH:2]=1.[H-].[Na+].Cl[C:21]1[CH:26]=[CH:25][C:24]([N+:27]([O-:29])=[O:28])=[CH:23][N:22]=1.Cl>CN(C)C=O>[C:1]1([C:7]([C:21]2[CH:26]=[CH:25][C:24]([N+:27]([O-:29])=[O:28])=[CH:23][N:22]=2)([C:8]([O:10][CH2:11][CH3:12])=[O:9])[C:13]([O:15][CH2:16][CH3:17])=[O:14])[CH:2]=[CH:3][CH:4]=[CH:5][CH:6]=1 |f:1.2|. Procedure details: 14.9 g of diethyl phenylmalonate was dissolved in 50 ml of N,N-dimethylformamide and 2.52 g of sodium hydride (60% oily) was added thereto at room temperature. Next, 5.0 g of 2-chloro-5-nitropyridine was added thereto and the resulting mixture was stirred at 80° C. for 2 hours. After the completion of the reaction, the reaction mixture was poured into ice-water/ethyl acetate and neutralized with dilute hydrochloric acid. After extracting with ethyl acetate, the extract was dried over anhydrous s...